This data is from the Open Reaction Database (ORD), a public repository of structured organic reaction records. The task is: describe an organic reaction: reactants, conditions, products, and yield Reactants: N#Cc1cc(N)ccc1N1CCC(O)CC1, O=C(O)c1cc2ccccc2s1. The product is N#Cc1cc(NC(=O)c2cc3ccccc3s2)ccc1N1CCC(O)CC1. Reaction SMILES: [NH2:13][c:14]1[cH:15][cH:16][c:17]([N:22]2[CH2:23][CH2:24][CH:25]([OH:28])[CH2:26][CH2:27]2)[c:18]([C:19]#[N:20])[cH:21]1.[s:1]1[c:2]2[c:3]([cH:4][c:5]1[C:6](=[O:7])[OH:8])[cH:9][cH:10][cH:11][cH:12]2>>[s:1]1[c:2]2[c:3]([cH:4][c:5]1[C:6](=[O:8])[NH:13][c:14]1[cH:15][cH:16][c:17]([N:22]3[CH2:23][CH2:24][CH:25]([OH:28])[CH2:26][CH2:27]3)[c:18]([C:19]#[N:20])[cH:21]1)[cH:9][cH:10][cH:11][cH:12]2.